Dataset: the Open Reaction Database (ORD), a public repository of structured organic reaction records. Task: describe an organic reaction: reactants, conditions, products, and yield Starting materials: ClC1=C(C(=O)N[C@@H](CNC(=O)C=2SC=CC2)C(=O)OC)C=CC(=C1)C(=O)NCC1=CC(=CC(=C1)O)O (N-[2-chloro-4-[[[(3,5-dihydroxyphenyl)methyl]amino]carbonyl]benzoyl]-3-[thiophene-2-carbonyl]amino-L-alanine, methyl ester), O.[OH-].[Li+] (lithium hydroxide monohydrate), O (water). Run in O1CCCC1 (tetrahydrofuran), CO (methanol). Product: ClC1=C(C(=O)N[C@@H](CNC(=O)C=2SC=CC2)C(=O)O)C=CC(=C1)C(=O)NCC1=CC(=CC(=C1)O)O (N-[2-chloro-4-[[[(3,5-dihydroxyphenyl)methyl]amino]carbonyl]benzoyl]-3-[thiophene-2-carbonyl]amino-L-alanine). Isolated yield 8.7%. RXN SMILES: [Cl:1][C:2]1[CH:24]=[C:23]([C:25]([NH:27][CH2:28][C:29]2[CH:34]=[C:33]([OH:35])[CH:32]=[C:31]([OH:36])[CH:30]=2)=[O:26])[CH:22]=[CH:21][C:3]=1[C:4]([NH:6][C@H:7]([C:17]([O:19]C)=[O:18])[CH2:8][NH:9][C:10]([C:12]1[S:13][CH:14]=[CH:15][CH:16]=1)=[O:11])=[O:5].O.[OH-].[Li+].O>O1CCCC1.CO>[Cl:1][C:2]1[CH:24]=[C:23]([C:25]([NH:27][CH2:28][C:29]2[CH:34]=[C:33]([OH:35])[CH:32]=[C:31]([OH:36])[CH:30]=2)=[O:26])[CH:22]=[CH:21][C:3]=1[C:4]([NH:6][C@H:7]([C:17]([OH:19])=[O:18])[CH2:8][NH:9][C:10]([C:12]1[S:13][CH:14]=[CH:15][CH:16]=1)=[O:11])=[O:5] |f:1.2.3|. Reported procedure: A solution of N-[2-chloro-4-[[[(3,5-dihydroxyphenyl)methyl]amino]carbonyl]benzoyl]-3-[thiophene-2-carbonyl]amino-L-alanine, methyl ester (250 mg, 0.47 mmol), and lithium hydroxide monohydrate (200 mg, 4.8 mmol) in tetrahydrofuran (30 mL), methanol (10 mL), and water (10 mL) was stirred at room temperature overnight. The solution was concentrated to remove methanol and tetrahydrofuran, and then water (50 mL) and 1 M HCl (20 mL) were added. The mixture was extracted with ethyl acetate (2×30 mL), a... Starting materials: C(C)OC(C(C)(C)N1C=NC2=NC=CC=C21)=O (2-Imidazo[4,5-b]pyridin-1-yl-2-methyl-propionic acid ethyl ester), [BH4-].[Na+] (sodium borohydride). Run in C(C)O (ethanol). Conditions: time 8 hour. Product: N1(C=NC2=NC=CC=C21)C(CO)(C)C (2-Imidazo[4,5-b]pyridin-1-yl-2-methyl-propan-1-ol). Isolated yield 92.0%. RXN SMILES: C([O:3][C:4](=O)[C:5]([N:8]1[C:16]2[C:11](=[N:12][CH:13]=[CH:14][CH:15]=2)[N:10]=[CH:9]1)([CH3:7])[CH3:6])C.[BH4-].[Na+]>C(O)C>[N:8]1([C:5]([CH3:7])([CH3:6])[CH2:4][OH:3])[C:16]2[C:11](=[N:12][CH:13]=[CH:14][CH:15]=2)[N:10]=[CH:9]1 |f:1.2|. Procedure: To a solution of 2-Imidazo[4,5-b]pyridin-1-yl-2-methyl-propionic acid ethyl ester (1 eq) in ethanol was added sodium borohydride (4 eq) at room temperature. The reaction mixture was left stirring at room temperature overnight and then quenched by addition of H2O. Once the reaction solvent was removed in vacuo, the residue was dissolved in dichloromethane, washed with NaCl(sat), dried over sodium sulfate, filtered and concentrated to give compound 2-Imidazo[4,5-b]pyridin-1-yl-2-methyl-propan-1-ol... The reactants are C(C)(=O)O[C@H]1[C@@H](O[C@@H]([C@H]([C@@H]1OC(C)=O)OC(C)=O)COC(C)=O)C1=C(C(=CC(=C1)C)OCC)OCC ((1S)-2,3,4,6-tetra-O-acetyl-1,5-anhydro-1-(2,3-diethoxy-5-methylphenyl)-D-glucitol), BrN1C(CCC1=O)=O (N-bromosuccinimide), N(=NC(C#N)(C)C)C(C#N)(C)C (2,2′-azobis(isobutyronitrile)). Run in C(Cl)(Cl)(Cl)Cl (carbon tetrachloride). Reaction conditions: time 30 minute. Product: C(C)(=O)O[C@H]1[C@@H](O[C@@H]([C@H]([C@@H]1OC(C)=O)OC(C)=O)COC(C)=O)C1=C(C(=CC(=C1)CBr)OCC)OCC ((1S)-2,3,4,6-tetra-O-acetyl-1,5-anhydro-1-[5-(bromomethyl)-2,3-diethoxyphenyl]-D-glucitol). The yield is 80.4%. RXN SMILES: [C:1]([O:4][C@@H:5]1[C@@H:10]([O:11][C:12](=[O:14])[CH3:13])[C@H:9]([O:15][C:16](=[O:18])[CH3:17])[C@@H:8]([CH2:19][O:20][C:21](=[O:23])[CH3:22])[O:7][C@H:6]1[C:24]1[CH:29]=[C:28]([CH3:30])[CH:27]=[C:26]([O:31][CH2:32][CH3:33])[C:25]=1[O:34][CH2:35][CH3:36])(=[O:3])[CH3:2].[Br:37]N1C(=O)CCC1=O.N(C(C)(C)C#N)=NC(C)(C)C#N>C(Cl)(Cl)(Cl)Cl>[C:1]([O:4][C@@H:5]1[C@@H:10]([O:11][C:12](=[O:14])[CH3:13])[C@H:9]([O:15][C:16](=[O:18])[CH3:17])[C@@H:8]([CH2:19][O:20][C:21](=[O:23])[CH3:22])[O:7][C@H:6]1[C:24]1[CH:29]=[C:28]([CH2:30][Br:37])[CH:27]=[C:26]([O:31][CH2:32][CH3:33])[C:25]=1[O:34][CH2:35][CH3:36])(=[O:3])[CH3:2]. Reported procedure: A suspension of (1S)-2,3,4,6-tetra-O-acetyl-1,5-anhydro-1-(2,3-diethoxy-5-methylphenyl)-D-glucitol (500 mg) and N-bromosuccinimide (209 mg) in carbon tetrachloride (10 ml) was refluxed with heating and 2,2′-azobis(isobutyronitrile) (80 mg) was added. The mixture was stirred for 30 minutes under refluxing and the reaction mixture was allowed to be cooled to room temperature. After evaporating the solvent under reduced pressure, the resulting residue was purified by silica gel column chromatograph... The reactants are C(C1=CC=CC=C1)ON (O-benzylhydroxylamine), C1(=CC=CC=C1)C1CCN(CC1)C1=CC=C(C=C1)S(=O)(=O)NCC(=O)O ([4-(4-phenyl-piperidin-1-yl)-benzenesulfonylamino]-acetic acid), ON1N=NC2=C1C=CC=C2 (1-hydroxy-benzo-1,2,3-triazole), C1(CCCCC1)N=C=NC1CCCCC1 (1,3-dicyclohexylcarbodiimide). The solvent is O1CCCC1 (tetrahydrofuran). Conditions: temperature 5 celsius, time 30 minute. The product is C1(=CC=CC=C1)CONC(CNS(=O)(=O)C1=CC=C(C=C1)N1CCC(CC1)C1=CC=CC=C1)=O (N-[(Phenylmethyl)oxy]-2-[4-(4-phenyl-piperidin-1-yl)-benzenesulfonylamino]-acetamide). RXN SMILES: [C:1]1([CH:7]2[CH2:12][CH2:11][N:10]([C:13]3[CH:18]=[CH:17][C:16]([S:19]([NH:22][CH2:23][C:24]([OH:26])=O)(=[O:21])=[O:20])=[CH:15][CH:14]=3)[CH2:9][CH2:8]2)[CH:6]=[CH:5][CH:4]=[CH:3][CH:2]=1.ON1C2C=CC=CC=2N=N1.C1(N=C=NC2CCCCC2)CCCCC1.[CH2:52]([O:59][NH2:60])[C:53]1[CH:58]=[CH:57][CH:56]=[CH:55][CH:54]=1>O1CCCC1>[C:53]1([CH2:52][O:59][NH:60][C:24](=[O:26])[CH2:23][NH:22][S:19]([C:16]2[CH:15]=[CH:14][C:13]([N:10]3[CH2:9][CH2:8][CH:7]([C:1]4[CH:6]=[CH:5][CH:4]=[CH:3][CH:2]=4)[CH2:12][CH2:11]3)=[CH:18][CH:17]=2)(=[O:20])=[O:21])[CH:58]=[CH:57][CH:56]=[CH:55][CH:54]=1. Reported procedure: In a separate flask containing a cool (5° C.), stirred solution of [4-(4-phenyl-piperidin-1-yl)-benzenesulfonylamino]-acetic acid (0.2307 g, 0.0006161 mol) and 1-hydroxy-benzo-1,2,3-triazole (0.0842 g, 0.000623 mol) in anhydrous tetrahydrofuran (10 mL) was added in one portion 1,3-dicyclohexylcarbodiimide (0.1449 g, 0.000702 mol). The mixture was stirred for 30 minutes at 5° C. then allowed to warm to room temperature. After 3 hours at room temperature, the mixture was added in one portion to th...